From a dataset of the Open Reaction Database (ORD), a public repository of structured organic reaction records. describe an organic reaction: reactants, conditions, products, and yield Reactants: ClCCCl, CC(C)(C)OC(=O)N1CC2CC1CN2C(=O)C(N)C(C)(C)C, ClCCl, On1nnc2ccccc21, O=C(O)c1cc2ccccc2[nH]1. Yields the product CC(C)(C)OC(=O)N1CC2CC1CN2C(=O)C(NC(=O)c1cc2ccccc2[nH]1)C(C)(C)C. As a reaction SMILES: [CH2:35]([Cl:36])[CH2:37][Cl:38].[CH3:13][C:14]([CH:15]([NH2:16])[C:17](=[O:18])[N:19]1[CH:20]2[CH2:21][N:22]([C:26](=[O:27])[O:28][C:29]([CH3:30])([CH3:31])[CH3:32])[CH:23]([CH2:24]1)[CH2:25]2)([CH3:33])[CH3:34].[Cl:49][CH2:50][Cl:51].[OH:39][n:40]1[c:41]2[c:42]([cH:43][cH:44][cH:45][cH:46]2)[n:47][n:48]1.[nH:1]1[c:2]([C:10](=[O:11])[OH:12])[cH:3][c:4]2[cH:5][cH:6][cH:7][cH:8][c:9]12>>[nH:1]1[c:2]([C:10](=[O:12])[NH:16][CH:15]([C:14]([CH3:13])([CH3:33])[CH3:34])[C:17](=[O:18])[N:19]2[CH:20]3[CH2:21][N:22]([C:26](=[O:27])[O:28][C:29]([CH3:30])([CH3:31])[CH3:32])[CH:23]([CH2:24]2)[CH2:25]3)[cH:3][c:4]2[cH:5][cH:6][cH:7][cH:8][c:9]12.